Dataset: the Open Reaction Database (ORD), a public repository of structured organic reaction records. Task: describe an organic reaction: reactants, conditions, products, and yield Starting materials: CN1C(=NC2=CC=CC(=C2C1=O)C)CCC1=CC=C(C=C1)C(C1=CC=C(C=C1)O)=O (3,5-dimethyl-2-[2-[4-(4-hydroxy-benzoyl)phenyl]ethyl]-4(3H)-quinazolinone), CN(CCCl)C (2-dimethylaminoethyl chloride), C([O-])([O-])=O.[K+].[K+] (potassium carbonate). Solvent: CN(C)C=O (DMF). Reaction conditions: temperature 80 celsius, time 4 hour. Yields the product Cl.CN1C(=NC2=CC=CC(=C2C1=O)C)CCC1=CC=C(C=C1)C(C1=CC=C(C=C1)OCCN(C)C)=O (3,5-Dimethyl-2-[2-[4-[4-(2-dimethylaminoethoxy)-benzoyl]phenyl]ethyl]-4(3H)-quinazolinone hydrochloride). Yield: 35.4%. As a reaction SMILES: [CH3:1][N:2]1[C:11](=[O:12])[C:10]2[C:5](=[CH:6][CH:7]=[CH:8][C:9]=2[CH3:13])[N:4]=[C:3]1[CH2:14][CH2:15][C:16]1[CH:21]=[CH:20][C:19]([C:22](=[O:30])[C:23]2[CH:28]=[CH:27][C:26]([OH:29])=[CH:25][CH:24]=2)=[CH:18][CH:17]=1.[CH3:31][N:32]([CH3:36])[CH2:33][CH2:34][Cl:35].C(=O)([O-])[O-].[K+].[K+]>CN(C=O)C>[ClH:35].[CH3:1][N:2]1[C:11](=[O:12])[C:10]2[C:5](=[CH:6][CH:7]=[CH:8][C:9]=2[CH3:13])[N:4]=[C:3]1[CH2:14][CH2:15][C:16]1[CH:21]=[CH:20][C:19]([C:22](=[O:30])[C:23]2[CH:24]=[CH:25][C:26]([O:29][CH2:34][CH2:33][N:32]([CH3:36])[CH3:31])=[CH:27][CH:28]=2)=[CH:18][CH:17]=1 |f:2.3.4,6.7|. Procedure details: To a solution of 3,5-dimethyl-2-[2-[4-(4-hydroxy-benzoyl)phenyl]ethyl]-4(3H)-quinazolinone (534 mg) in DMF (10 ml) were added 2-dimethylaminoethyl chloride (695 mg) and potassium carbonate (677 mg) and the mixture was stirred at 80° C. for 4 hours. This reaction mixture was concentrated and extracted with ethyl acetate. The organic layer was serially washed with water and saturated aqueous NaCl solution, dried over anhydrous magnesium sulfate, and concentrated to 20 ml. To this organic solution ... Starting materials: ClC1=C(C=CC(=C1)Cl)C=1C(=NC=C(N1)C)C (3-(2,4-dichlorophenyl)-2,5-dimethylpyrazine), C1=CC(=CC(=C1)Cl)C(=O)OO (mCPBA). Solvent: C(Cl)Cl (CH2Cl2), O1CCOCC1 (dioxane). Reaction conditions: temperature 45 celsius. Product: ClC1=C(C=CC(=C1)Cl)C=1C(=[N+](C=C(N1)C)[O-])C (3-(2,4-dichlorophenyl)-2,5-dimethylpyrazine 1-oxide). Reaction SMILES: [Cl:1][C:2]1[CH:7]=[C:6]([Cl:8])[CH:5]=[CH:4][C:3]=1[C:9]1[C:10]([CH3:16])=[N:11][CH:12]=[C:13]([CH3:15])[N:14]=1.C1C=C(Cl)C=C(C(OO)=[O:25])C=1>O1CCOCC1.C(Cl)Cl>[Cl:1][C:2]1[CH:7]=[C:6]([Cl:8])[CH:5]=[CH:4][C:3]=1[C:9]1[C:10]([CH3:16])=[N+:11]([O-:25])[CH:12]=[C:13]([CH3:15])[N:14]=1. Procedure details: To a solution of 3-(2,4-dichlorophenyl)-2,5-dimethylpyrazine at 0° C. in dioxane was added mCPBA (750 mg). The reaction mixture was heated at 45° C. for 3 h. The reaction was diluted with CH2Cl2, washed with NaHCO3, dried (MgSO4), filtered, and concentrated. It was used without purification: 1H NMR (CDCl3) δ 2.30, 2.54, 7.33, 7.42, 7.54, 8.13; 13C NMR (CDCl3) δ 14.04, 21.85, 128.10, 130.12, 131.64, 132.14, 134.07, 135.23, 136.44, 141.66, 153.87, 154.24.